Dataset: the Open Reaction Database (ORD), a public repository of structured organic reaction records. Task: describe an organic reaction: reactants, conditions, products, and yield The reactants are compound, C(#N)C1=C(C=CC=C1)C1=CC=C(C=C1)OC=1C(=NC2=CC=CC=C2C1C(=O)O)CC (3-[(2'-cyano[1,1'-biphenyl]-4-yl)oxy]-2-ethyl-4-quinolinecarboxylic acid), C(C)I (ethyl iodide), C([O-])([O-])=O.[Cs+].[Cs+] (cesium carbonate). The solvent is CN(C=O)C (dimethylformamide), CC(=O)C (acetone), C(C)(=O)OCC (ethyl acetate), C(C)(=O)OCC (ethyl acetate). Reaction conditions: time 9 hour. The product is C(#N)C1=C(C=CC=C1)C1=CC=C(C=C1)OC=1C(=NC2=CC=CC=C2C1C(=O)OCC)CC (3-[(2'-Cyano[1,1'-biphenyl]-4-yl)oxy]-2-ethyl-4-quinolinecarboxylic acid, ethyl ester). Yield: 93.0%. RXN SMILES: [C:1]([C:3]1[CH:8]=[CH:7][CH:6]=[CH:5][C:4]=1[C:9]1[CH:14]=[CH:13][C:12]([O:15][C:16]2[C:17]([CH2:29][CH3:30])=[N:18][C:19]3[C:24]([C:25]=2[C:26]([OH:28])=[O:27])=[CH:23][CH:22]=[CH:21][CH:20]=3)=[CH:11][CH:10]=1)#[N:2].[CH2:31](I)[CH3:32].C(=O)([O-])[O-].[Cs+].[Cs+]>CN(C)C=O.CC(C)=O.C(OCC)(=O)C>[C:1]([C:3]1[CH:8]=[CH:7][CH:6]=[CH:5][C:4]=1[C:9]1[CH:10]=[CH:11][C:12]([O:15][C:16]2[C:17]([CH2:29][CH3:30])=[N:18][C:19]3[C:24]([C:25]=2[C:26]([O:28][CH2:31][CH3:32])=[O:27])=[CH:23][CH:22]=[CH:21][CH:20]=3)=[CH:13][CH:14]=1)#[N:2] |f:2.3.4|. Procedure: A mixture containing the title C compound of Example 2, 3-[(2'-cyano[1,1'-biphenyl]-4-yl)oxy]-2-ethyl-4-quinolinecarboxylic acid (707 mg, 1.79 mmol), ethyl iodide (559 mg, 3.58 mmol), and cesium carbonate (1.46 g, 4.48 mmol) in dimethylformamide (4 mL) was stirred at room temperature for nine hours, then diluted with a mixture of acetone and ethyl acetate and filtered. The filtrate was concentrated in vacuo and the product extracted into ethyl acetate. The organic extract was rinsed with water a... Starting materials: CI(NH3), Cl (HCl), BrC=1C=C(C=O)C=C(C1)Br (3,5-dibromobenzaldehyde), ice water, CC(C)([O-])C (tert-butoxide), [Br-].O1C(OCC1)CP(CCCC)(CCCC)CCCC ((1,3-dioxolan-2-ylmethyl)tri-n-butylphosphine bromide salt). Run in CCOCC (ether). Conditions: temperature 1 celsius, time 2 hour. Product: BrC=1C=C(C=C(C1)Br)C=CC=O (3-(3′,5′-dibromophenyl)-2-propenal). Reaction SMILES: [Br:1][C:2]1[CH:3]=[C:4]([CH:7]=[C:8]([Br:10])[CH:9]=1)[CH:5]=O.[CH3:11][C:12](C)([O-:14])C.[Br-].O1CCOC1CP(CCCC)(CCCC)CCCC.Cl>CCOCC>[Br:1][C:2]1[CH:3]=[C:4]([CH:5]=[CH:11][CH:12]=[O:14])[CH:7]=[C:8]([Br:10])[CH:9]=1 |f:2.3|. Procedure details: 3,5-dibromobenzaldehyde (16.1 g, 61.0 mmol) was added to a cold (ice-water bath) solution of tert-butoxide (13.0 g, 116 mmol), (1,3-dioxolan-2-ylmethyl)tri-n-butylphosphine bromide salt (4.5 M, 32 cm3, 144 mmol) in 400 cm3 of ether under argon. The mixture was stirred at 0-2° C. for 2 h. 1.0 M HCl(aq) (300 cm3) was added to the mixture. The reaction was gradually warmed to room temperature and stirred at room temperature for 21 h. The two layers were separated. The aqueous layer was extracted wi... RXN SMILES: [NH:1]1[C:5]2=[N:6][CH:7]=[CH:8][CH:9]=[C:4]2[CH:3]=[N:2]1.[H-].[Na+].F[C:13]1[CH:18]=[CH:17][C:16]([N+:19]([O-:21])=[O:20])=[CH:15][CH:14]=1.C(=O)([O-])[O-].[Cs+].[Cs+]>CN(C=O)C.CCOC(C)=O.O>[N+:19]([C:16]1[CH:17]=[CH:18][C:13]([N:1]2[C:5]3=[N:6][CH:7]=[CH:8][CH:9]=[C:4]3[CH:3]=[N:2]2)=[CH:14][CH:15]=1)([O-:21])=[O:20] |f:1.2,4.5.6|. Procedure: To a stirred solution of 1H-pyrazolo[3,4-b]pyridine (300 mg) in DMF (3.0 mL) was added sodium hydride (101 mg) (60% in mineral oil) with ice-cooling. The mixture was stirred at room temperature for 30 min, and then 1-fluoro-4-nitrobenzene (355 mg) was added. After stirring at room temperature for 2 h, the mixture was warmed up to 50° C. The mixture was stirred at 50° C. for 12 h. Cesium carbonate (821 mg) was added and the mixture was stirred at 100° C. for 12 h, and treated with water and AcOEt... Conditions: time 30 minute. The solvent is CCOC(=O)C (AcOEt), O (water), CN(C)C=O (DMF). Yields the product [N+](=O)([O-])C1=CC=C(C=C1)N1N=CC=2C1=NC=CC2 (1-(4-nitrophenyl)-1H-pyrazolo[3,4-b]pyridine). The reactants are N1N=CC=2C1=NC=CC2 (1H-pyrazolo[3,4-b]pyridine), [H-].[Na+] (sodium hydride), C([O-])([O-])=O.[Cs+].[Cs+] (Cesium carbonate), FC1=CC=C(C=C1)[N+](=O)[O-] (1-fluoro-4-nitrobenzene). Starting materials: Cc1ccc(N(CC(=O)O)S(=O)(=O)c2ccc(C(C)(C)C)cc2)cc1, OCCCCNCc1ccccc1. Product: Cc1ccc(N(CC(=O)N(CCCCO)Cc2ccccc2)S(=O)(=O)c2ccc(C(C)(C)C)cc2)cc1. RXN SMILES: [C:1]([CH3:2])([CH3:3])([CH3:4])[c:5]1[cH:6][cH:7][c:8]([S:11](=[O:12])(=[O:13])[N:14]([c:15]2[cH:16][cH:17][c:18]([CH3:21])[cH:19][cH:20]2)[CH2:22][C:23](=[O:24])[OH:25])[cH:9][cH:10]1.[CH2:26]([c:27]1[cH:28][cH:29][cH:30][cH:31][cH:32]1)[NH:33][CH2:34][CH2:35][CH2:36][CH2:37][OH:38]>>[C:1]([CH3:2])([CH3:3])([CH3:4])[c:5]1[cH:6][cH:7][c:8]([S:11](=[O:12])(=[O:13])[N:14]([c:15]2[cH:16][cH:17][c:18]([CH3:21])[cH:19][cH:20]2)[CH2:22][C:23](=[O:24])[N:33]([CH2:26][c:27]2[cH:28][cH:29][cH:30][cH:31][cH:32]2)[CH2:34][CH2:35][CH2:36][CH2:37][OH:38])[cH:9][cH:10]1.